From a dataset of the Open Reaction Database (ORD), a public repository of structured organic reaction records. describe an organic reaction: reactants, conditions, products, and yield The reactants are [Al+3], C1CCOC1, CCCCCCCC(=O)Nc1ccc(CC(OC)OC)cc1, [H-], [H-], [H-], [H-], [Li+]. Yields the product CCCCCCCCNc1ccc(CC(OC)OC)cc1. As a reaction SMILES: [Al+3:24].[CH2:29]1[O:30][CH2:31][CH2:32][CH2:33]1.[CH3:1][O:2][CH:3]([CH2:4][c:5]1[cH:6][cH:7][c:8]([NH:11][C:12]([CH2:13][CH2:14][CH2:15][CH2:16][CH2:17][CH2:18][CH3:19])=[O:20])[cH:9][cH:10]1)[O:21][CH3:22].[H-:23].[H-:26].[H-:27].[H-:28].[Li+:25]>>[CH3:1][O:2][CH:3]([CH2:4][c:5]1[cH:6][cH:7][c:8]([NH:11][CH2:12][CH2:13][CH2:14][CH2:15][CH2:16][CH2:17][CH2:18][CH3:19])[cH:9][cH:10]1)[O:21][CH3:22].